Dataset: the Open Reaction Database (ORD), a public repository of structured organic reaction records. Task: describe an organic reaction: reactants, conditions, products, and yield The reactants are C(C)(C)(C)C1=C(C=C(C=C1)N)N (4-tert-butylbenzene-1,3-diamine), N1=CC=CC=C1 (pyridine), ClC(=O)OCC1=CC=CC=C1 (benzyl chloroformate). The solvent is C(Cl)Cl.CO (CH2Cl2 MeOH), C(Cl)Cl (CH2Cl2). Conditions: temperature 0 celsius, time 15 minute. The product is C(C1=CC=CC=C1)OC(NC1=CC(=C(C=C1)C(C)(C)C)N)=O ((3-amino-4-tert-butyl-phenyl)-carbamic acid benzyl ester). The yield is 90.3%. RXN SMILES: [C:1]([C:5]1[CH:10]=[CH:9][C:8]([NH2:11])=[CH:7][C:6]=1[NH2:12])([CH3:4])([CH3:3])[CH3:2].N1C=CC=CC=1.Cl[C:20]([O:22][CH2:23][C:24]1[CH:29]=[CH:28][CH:27]=[CH:26][CH:25]=1)=[O:21]>C(Cl)Cl.CO.C(Cl)Cl>[CH2:23]([O:22][C:20](=[O:21])[NH:11][C:8]1[CH:9]=[CH:10][C:5]([C:1]([CH3:4])([CH3:2])[CH3:3])=[C:6]([NH2:12])[CH:7]=1)[C:24]1[CH:29]=[CH:28][CH:27]=[CH:26][CH:25]=1 |f:3.4|. Reported procedure: A solution of 4-tert-butylbenzene-1,3-diamine (D-9) (657 mg, 4 mmol) and pyridine (0.39 mL, 4.8 mmol) in CH2Cl2/MeOH (12/1, 8 mL) was cooled to 0° C., and a solution of benzyl chloroformate (0.51 mL, 3.6 mmol) in CH2Cl2 (8 mL) was added dropwise over 10 min. The mixture was stirred at 0° C. for 15 min, then warmed to room temperature. After 1 h, the mixture was washed with 1M citric acid (2×20 mL), saturated aqueous sodium bicarbonate (20 mL), dried (Na2SO4), filtered and concentrated in vacuo t...